From a dataset of the Open Reaction Database (ORD), a public repository of structured organic reaction records. describe an organic reaction: reactants, conditions, products, and yield Reactants: C1(=CC=CC=C1)C1=NC2=C(C=CC=C2C(=C1)C(=O)OC)OC (methyl 2-phenyl-8-methoxyquinoline-4-carboxylate). Run in C1CCOC1 (THF). The product is C1(=CC=CC=C1)C1=NC2=C(C=CC=C2C(=C1)C(=O)O)OC (2-phenyl-8-methoxyquinoline-4-carboxylic acid). As a reaction SMILES: [C:1]1([C:7]2[CH:16]=[C:15]([C:17]([O:19]C)=[O:18])[C:14]3[C:9](=[C:10]([O:21][CH3:22])[CH:11]=[CH:12][CH:13]=3)[N:8]=2)[CH:6]=[CH:5][CH:4]=[CH:3][CH:2]=1>C1COCC1>[C:1]1([C:7]2[CH:16]=[C:15]([C:17]([OH:19])=[O:18])[C:14]3[C:9](=[C:10]([O:21][CH3:22])[CH:11]=[CH:12][CH:13]=3)[N:8]=2)[CH:2]=[CH:3][CH:4]=[CH:5][CH:6]=1. Procedure details: An anhydrous THF (50 ml) solution containing 4.0 g of methyl 2-phenyl-8-methoxyquinoline-4-carboxylate formed from 2-phenyl-8-methoxyquinoline-4-carboxylic acid in a usual manner was added to guanidine formed from 6.50 g of guanidine hydrochloride in the same manner as in [C] of Example 1 at room temperature. Subsequently, the mixture was heat-refluxed for 3 hours, and cooled to room temperature. The reaction mixture was then concentrated under reduced pressure, and ice water was added to the re... Starting materials: COCCCOC=1C=C(N)C=CC1 (3-(3-methoxypropoxy)aniline), [O-]C#N.[K+] (potassium cyanate), solution, C(C)(=O)O (acetic acid). Solvent: O (water), O (water). Run at temperature 0 celsius, time 1 hour. Yields the product COCCCOC=1C=C(C=CC1)NC(=O)N (1-(3-(3-methoxypropoxy)phenyl)urea). Yield: 68.7%. Reaction SMILES: [CH3:1][O:2][CH2:3][CH2:4][CH2:5][O:6][C:7]1[CH:8]=[C:9]([CH:11]=[CH:12][CH:13]=1)[NH2:10].C(O)(=O)C.[O-:18][C:19]#[N:20].[K+]>O>[CH3:1][O:2][CH2:3][CH2:4][CH2:5][O:6][C:7]1[CH:8]=[C:9]([NH:10][C:19]([NH2:20])=[O:18])[CH:11]=[CH:12][CH:13]=1 |f:2.3|. Reported procedure: To a flask containing 3-(3-methoxypropoxy)aniline (11A) (2.00 g, 11.04 mmol) was charged a 100 mL solution of 80% glacial acetic acid and 20% water. This mixture was chilled to 0° C. A solution of potassium cyanate (1.34 g, 16.56 mmol) in 5 mL of water was slowly added portion-wise to the reaction mixture. The reaction was then stirred for about 1 hour at RT. The glacial acetic acid was then removed under reduced pressure. The resulting white solid residue was then rinsed with copious amounts of... Starting materials: ClC=1C=CC2=C(NC(C=3C(O2)=CSC3)=O)C1 (7-chloro-thieno[3,4-b][1,5]benzoxazepin-10(9H)-one), P(Cl)(Cl)(Cl)(Cl)Cl (phosphorus pentachloride). Solvent: C1(=CC=CC=C1)C (toluene). The product is ClC=1C=CC2=C(N=C(C=3C(O2)=CSC3)Cl)C1 (7,10-dichloro-thieno[3,4-b][1,5]benzoxazepine). RXN SMILES: [Cl:1][C:2]1[CH:3]=[CH:4][C:5]2[O:11][C:10]3=[CH:12][S:13][CH:14]=[C:9]3[C:8](=O)[NH:7][C:6]=2[CH:16]=1.P(Cl)(Cl)(Cl)(Cl)[Cl:18]>C1(C)C=CC=CC=1>[Cl:1][C:2]1[CH:3]=[CH:4][C:5]2[O:11][C:10]3=[CH:12][S:13][CH:14]=[C:9]3[C:8]([Cl:18])=[N:7][C:6]=2[CH:16]=1. Reported procedure: A 1.0 g. portion of 7-chloro-thieno[3,4-b][1,5]benzoxazepin-10(9H)-one (Example 4) and 1.0 g. of phosphorus pentachloride in 25 ml. of toluene are reacted as described in Example 1, giving 7,10-dichloro-thieno[3,4-b][1,5]benzoxazepine. As a reaction SMILES: [CH3:1][N:2]1[CH2:3][CH2:4][CH:5]([NH:8][C:9]([c:10]2[cH:11][cH:12][c:13]([N+:16]([O-:17])=[O:18])[cH:14][cH:15]2)=[O:19])[CH2:6][CH2:7]1.[CH3:20][CH2:21][OH:22].[H:23][H:24].[O:25]1[CH2:26][CH2:27][CH2:28][CH2:29]1>>[CH3:1][N:2]1[CH2:3][CH2:4][CH:5]([NH:8][C:9]([c:10]2[cH:11][cH:12][c:13]([NH2:16])[cH:14][cH:15]2)=[O:19])[CH2:6][CH2:7]1. Yields the product CN1CCC(NC(=O)c2ccc(N)cc2)CC1. The reactants are CN1CCC(NC(=O)c2ccc([N+](=O)[O-])cc2)CC1, CCO, [H][H], C1CCOC1. The reactants are CO, CC(=O)[O-], Cl, [K+], NO, O=Cc1c[nH]c(=O)[nH]c1=O, O. Product: O=c1[nH]cc(C=NO)c(=O)[nH]1. RXN SMILES: [CH3:11][OH:12].[CH3:17][C:18](=[O:19])[O-:20].[ClH:13].[K+:16].[NH2:14][OH:15].[O:1]=[c:2]1[nH:3][cH:4][c:5]([CH:9]=[O:10])[c:6](=[O:8])[nH:7]1.[OH2:21]>>[O:1]=[c:2]1[nH:3][cH:4][c:5]([CH:9]=[N:14][OH:15])[c:6](=[O:8])[nH:7]1. Starting materials: O=C(O)CBr, CC(C)c1ccc(C(=O)O)cc1, CC(C)c1ccc(C(=O)O)cc1S(=O)(=O)Cl, [Na+], [Na+], [Na+], [Na+], O=C([O-])O, [OH-], O, O=S([O-])[O-]. Product: CC(C)c1ccc(C(=O)O)cc1S(C)(=O)=O. Reaction SMILES: [Br:40][CH2:41][C:42]([OH:43])=[O:44].[CH:17]([c:18]1[cH:19][cH:20][c:21]([C:22]([OH:23])=[O:24])[cH:25][cH:26]1)([CH3:27])[CH3:28].[Cl:1][S:2](=[O:3])(=[O:4])[c:5]1[cH:6][c:7]([C:8](=[O:9])[OH:10])[cH:11][cH:12][c:13]1[CH:14]([CH3:15])[CH3:16].[Na+:33].[Na+:38].[Na+:39].[Na+:46].[O-:29][C:30]([OH:31])=[O:32].[OH-:45].[OH2:47].[S:34]([O-:35])([O-:36])=[O:37]>>[S:2](=[O:3])(=[O:4])([c:5]1[cH:6][c:7]([C:8](=[O:9])[OH:10])[cH:11][cH:12][c:13]1[CH:14]([CH3:15])[CH3:16])[CH3:17]. Reactants: [OH-].[Na+] (NaOH), BrC1=CC=C(CN2C(=C(C3=CC(=CC=C23)OC)C2(CC2)CC#N)C)C=C1 ([1-(1-(p-Bromobenzyl)-5-methoxy-2-methylindol-3-yl)-cyclopropyl]acetonitrile), CO (methanol), ice water, Cl (HCl). The product is BrC1=CC=C(CN2C(=C(C3=CC(=CC=C23)OC)C2(CC2)CC(=O)OC)C)C=C1 (Methyl [1-(1-(p-bromobenzyl)-5-methoxy-2-methylindol-3-yl)cyclopropyl]acetate). As a reaction SMILES: [Br:1][C:2]1[CH:26]=[CH:25][C:5]([CH2:6][N:7]2[C:15]3[C:10](=[CH:11][C:12]([O:16][CH3:17])=[CH:13][CH:14]=3)[C:9]([C:18]3([CH2:21][C:22]#N)[CH2:20][CH2:19]3)=[C:8]2[CH3:24])=[CH:4][CH:3]=1.Cl.[OH-:28].[Na+].[CH3:30][OH:31]>>[Br:1][C:2]1[CH:26]=[CH:25][C:5]([CH2:6][N:7]2[C:15]3[C:10](=[CH:11][C:12]([O:16][CH3:17])=[CH:13][CH:14]=3)[C:9]([C:18]3([CH2:21][C:22]([O:31][CH3:30])=[O:28])[CH2:20][CH2:19]3)=[C:8]2[CH3:24])=[CH:4][CH:3]=1 |f:2.3|. Procedure: To a -5° C. suspension of the nitrile from Step 6 (1.59 g, 3.88 mmol) in 15 mL methanol was added HCl gas to give a saturated solution. The mixture was then heated to reflux overnight, cooled and poured into ice water. The mixture was adjusted to pH 10 with 2.0N NaOH, and then extracted with ethyl acetate. The organic extracts were washed with saturated NaHCO3 and brine, dried over MgSO4 and evaporated. Purification by flash chromatography (15% ethyl acetate/hexanes) provided 1.63 g of the title... Starting materials: CC(NC(=O)OC(C)(C)C)c1cccc(N2CCOCC2)c1, CO, Cl. Yields the product Cl, CC(N)c1cccc(N2CCOCC2)c1. As a reaction SMILES: [C:1]([O:2][C:3](=[O:4])[NH:7][CH:8]([CH3:9])[c:10]1[cH:11][c:12]([N:16]2[CH2:17][CH2:18][O:19][CH2:20][CH2:21]2)[cH:13][cH:14][cH:15]1)([CH3:5])([CH3:6])[CH3:22].[CH3:24][OH:25].[ClH:23]>>[ClH:23].[NH2:7][CH:8]([CH3:9])[c:10]1[cH:11][c:12]([N:16]2[CH2:17][CH2:18][O:19][CH2:20][CH2:21]2)[cH:13][cH:14][cH:15]1.